From a dataset of the Open Reaction Database (ORD), a public repository of structured organic reaction records. describe an organic reaction: reactants, conditions, products, and yield The reactants are F[B-](F)(F)F, COc1cc(C(=O)O)ccc1Nc1ncc2c(n1)N(C1CCCC1)CC1(CC1)C(=O)N2C, CCN(C(C)C)C(C)C, Cl, Cl, NC1CN2CCC1CC2, CN(C)C=O, CN(C)C(On1nnc2ccccc21)=[N+](C)C. Yields the product COc1cc(C(=O)NC2CN3CCC2CC3)ccc1Nc1ncc2c(n1)N(C1CCCC1)CC1(CC1)C(=O)N2C. As a reaction SMILES: [B-:42]([F:43])([F:44])([F:45])[F:46].[CH:1]1([N:6]2[c:7]3[c:8]([cH:17][n:18][c:19]([NH:21][c:22]4[c:23]([O:31][CH3:32])[cH:24][c:25]([C:26](=[O:27])[OH:28])[cH:29][cH:30]4)[n:20]3)[N:9]([CH3:16])[C:10](=[O:15])[C:11]3([CH2:12][CH2:13]3)[CH2:14]2)[CH2:2][CH2:3][CH2:4][CH2:5]1.[CH:33]([N:34]([CH2:35][CH3:36])[CH:37]([CH3:38])[CH3:39])([CH3:40])[CH3:41].[ClH:64].[ClH:65].[NH2:66][CH:67]1[CH2:68][N:69]2[CH2:70][CH2:71][CH:72]1[CH2:73][CH2:74]2.[O:75]=[CH:76][N:77]([CH3:78])[CH3:79].[n:47]1([O:48][C:49]([N:50]([CH3:51])[CH3:52])=[N+:53]([CH3:54])[CH3:55])[c:56]2[cH:57][cH:58][cH:59][cH:60][c:61]2[n:62][n:63]1>>[CH:1]1([N:6]2[c:7]3[c:8]([cH:17][n:18][c:19]([NH:21][c:22]4[c:23]([O:31][CH3:32])[cH:24][c:25]([C:26](=[O:27])[NH:66][CH:67]5[CH2:68][N:69]6[CH2:70][CH2:71][CH:72]5[CH2:73][CH2:74]6)[cH:29][cH:30]4)[n:20]3)[N:9]([CH3:16])[C:10](=[O:15])[C:11]3([CH2:12][CH2:13]3)[CH2:14]2)[CH2:2][CH2:3][CH2:4][CH2:5]1.